describe an organic reaction: reactants, conditions, products, and yield From a dataset of the Open Reaction Database (ORD), a public repository of structured organic reaction records. Reactants: C(C)OC(=O)C(C(=O)N[C@@H](CC1=CNC2=CC=CC=C12)CO)CC1=CC=CC=C1 (N-(2-ethoxycarbonyl-3-phenylpropionyl)-(L)-tryptophanol), CO (methanol), ice, [OH-].[K+] (KOH), Cl (HCl). The solvent is C1CCOC1 (THF), O (water), O (water). Conditions: time 20 hour. The product is C(=O)(O)C(C(=O)N[C@@H](CC1=CNC2=CC=CC=C12)CO)CC1=CC=CC=C1 (N-(2-carboxy-3-phenylpropionyl)-(L)-tryptophanol). The yield is 96.9%. Reaction SMILES: C([O:3][C:4]([CH:6]([CH2:23][C:24]1[CH:29]=[CH:28][CH:27]=[CH:26][CH:25]=1)[C:7]([NH:9][C@H:10]([CH2:21][OH:22])[CH2:11][C:12]1[C:20]2[C:15](=[CH:16][CH:17]=[CH:18][CH:19]=2)[NH:14][CH:13]=1)=[O:8])=[O:5])C.CO.[OH-].[K+].Cl>C1COCC1.O>[C:4]([CH:6]([CH2:23][C:24]1[CH:25]=[CH:26][CH:27]=[CH:28][CH:29]=1)[C:7]([NH:9][C@H:10]([CH2:21][OH:22])[CH2:11][C:12]1[C:20]2[C:15](=[CH:16][CH:17]=[CH:18][CH:19]=2)[NH:14][CH:13]=1)=[O:8])([OH:5])=[O:3] |f:2.3|. Procedure details: To an ice-cooled and stirred solution of N-(2-ethoxycarbonyl-3-phenylpropionyl)-(L)-tryptophanol (15 g) in THF (40 ml)-methanol (30 ml) was added dropwise a solution of KOH (2.5 g) in water (10 ml). After stirring at 4° C.-room temperature for 20 hours, the reaction mixture was acidified with 1N HCl, diluted with water and extracted with ethyl acetate. The ethyl acetate layer was washed with brine and dried (MgSO4). The organic solvent was evaporated off to yield N-(2-carboxy-3-phenylpropionyl)-...